Task: describe an organic reaction: reactants, conditions, products, and yield. Dataset: the Open Reaction Database (ORD), a public repository of structured organic reaction records The reactants are ClOC(C)(C)C (tert-butyl hypochlorite), BrC=1C=NC=C(C1)\C=C\C1=CC(=CC=C1)OC ((E)-3-bromo-5-(3-methoxystyryl)pyridine), potassium osmate dihydrate, C(N)(OC(C)(C)C)=O (tert-butyl carbamate), [OH-].[Na+] (sodium hydroxide), CC[C@H]1CN2CC[C@H]1C[C@@H]2[C@H](C3=C4C=C(C=CC4=NC=C3)OC)OC5=NN=C(C6=CC=CC=C65)O[C@H]([C@H]7C[C@@H]8CCN7C[C@@H]8CC)C9=C1C=C(C=CC1=NC=C9)OC ((DHQD)2PHAL). The solvent is C(CC)O (propanol), C(CC)O (propanol), O (water), C(CC)O (propanol). Run at temperature 0 celsius, time 5 minute. Yields the product BrC=1C=C(C=NC1)[C@H]([C@@H](C1=CC(=CC=C1)OC)O)NC(OC(C)(C)C)=O (tert-butyl (1R,2R)-1-(5-bromopyridin-3-yl)-2-hydroxy-2-(3-methoxyphenyl)ethylcarbamate). As a reaction SMILES: [C:1](=[O:8])([O:3][C:4]([CH3:7])([CH3:6])[CH3:5])[NH2:2].[OH-].[Na+].Cl[O:12]C(C)(C)C.CC[C@@H]1[C@@H]2C[C@H]([C@@H](OC3C4C(=CC=CC=4)C(O[C@@H](C4C=CN=C5C=4C=C(OC)C=C5)[C@@H]4N5C[C@H](CC)[C@@H](CC5)C4)=NN=3)C3C=CN=C4C=3C=C(OC)C=C4)N(CC2)C1.[Br:75][C:76]1[CH:77]=[N:78][CH:79]=[C:80](/[CH:82]=[CH:83]/[C:84]2[CH:89]=[CH:88][CH:87]=[C:86]([O:90][CH3:91])[CH:85]=2)[CH:81]=1>C(O)CC.O>[Br:75][C:76]1[CH:81]=[C:80]([C@@H:82]([NH:2][C:1](=[O:8])[O:3][C:4]([CH3:7])([CH3:6])[CH3:5])[C@H:83]([OH:12])[C:84]2[CH:89]=[CH:88][CH:87]=[C:86]([O:90][CH3:91])[CH:85]=2)[CH:79]=[N:78][CH:77]=1 |f:1.2|. Procedure details: To a solution of tert-butyl carbamate (4.63 g, 39.5 mmol) in propanol (45 mL) was added sodium hydroxide (1.556 g, 38.9 mmol) in water (81 mL) followed by tert-butyl hypochlorite (4.39 mL, 38.9 mmol). After 5 min, the solution was cooled to 0° C. and treated with a solution of (DHQD)2PHAL (0.497 g, 0.638 mmol) in propanol (45 mL). To this was added a solution of (E)-3-bromo-5-(3-methoxystyryl)pyridine (3.7 g, 12.75 mmol) in propanol (76 mL). To this was added potassium osmate dihydrate (0.188 g,... The reactants are CC1(OB(OC1(C)C)C1=CC=C(C=C1)[N+](=O)[O-])C (4,4,5,5-tetramethyl-2-(4-nitro-phenyl)-[1,3,2]dioxaborolane), BrC=1C=CC(=NC1)OC (5-bromo-2-methoxy-pyridine). Reagents/catalysts: C=1C=CC(=CC1)[P](C=2C=CC=CC2)(C=3C=CC=CC3)[Pd]([P](C=4C=CC=CC4)(C=5C=CC=CC5)C=6C=CC=CC6)([P](C=7C=CC=CC7)(C=8C=CC=CC8)C=9C=CC=CC9)[P](C=1C=CC=CC1)(C=1C=CC=CC1)C=1C=CC=CC1 (Pd(PPh3)4). The product is COC1=NC=C(C=C1)C1=CC=C(C=C1)[N+](=O)[O-] (2-Methoxy-5-(4-nitro-phenyl)-pyridine). RXN SMILES: CC1(C)C(C)(C)OB([C:9]2[CH:14]=[CH:13][C:12]([N+:15]([O-:17])=[O:16])=[CH:11][CH:10]=2)O1.Br[C:20]1[CH:21]=[CH:22][C:23]([O:26][CH3:27])=[N:24][CH:25]=1>C1C=CC([P]([Pd]([P](C2C=CC=CC=2)(C2C=CC=CC=2)C2C=CC=CC=2)([P](C2C=CC=CC=2)(C2C=CC=CC=2)C2C=CC=CC=2)[P](C2C=CC=CC=2)(C2C=CC=CC=2)C2C=CC=CC=2)(C2C=CC=CC=2)C2C=CC=CC=2)=CC=1>[CH3:27][O:26][C:23]1[CH:22]=[CH:21][C:20]([C:9]2[CH:10]=[CH:11][C:12]([N+:15]([O-:17])=[O:16])=[CH:13][CH:14]=2)=[CH:25][N:24]=1 |^1:31,33,52,71|. Procedure details: The title compound was prepared from 4,4,5,5-tetramethyl-2-(4-nitro-phenyl)-[1,3,2]dioxaborolane (899 mg, 3.60 mmol), 5-bromo-2-methoxy-pyridine (616 mg, 3.28 mmol) and Pd(PPh3)4 (380 mg, 0.360 mmol) according to the procedure in Example 44, step (b) (615 mg, 94%). Mass spectrum (ESI, m/z): Calcd. for C12H10N2O3, 231.0 (M+H), found 231.2. Reactants: CCO, CCCCCCCOC(=O)Cl, ClCCl, Cl, CCOC(=O)CCN(C(=O)c1ccc2c(c1)nc(CNc1ccc(C(=N)N)cc1OC)n2C)c1ccccc1. Product: CCCCCCCOC(=O)NC(=N)c1ccc(NCc2nc3cc(C(=O)N(CCC(=O)OCC)c4ccccc4)ccc3n2C)c(OC)c1. Reaction SMILES: [CH2:52]([OH:53])[CH3:54].[Cl:41][C:42](=[O:43])[O:44][CH2:45][CH2:46][CH2:47][CH2:48][CH2:49][CH2:50][CH3:51].[Cl:55][CH2:56][Cl:57].[ClH:1].[c:2]1([N:8]([C:9](=[O:10])[c:11]2[cH:12][c:13]3[c:14]([n:15]([CH3:31])[c:16]([CH2:18][NH:19][c:20]4[c:21]([O:29][CH3:30])[cH:22][c:23]([C:26]([NH2:27])=[NH:28])[cH:24][cH:25]4)[n:17]3)[cH:32][cH:33]2)[CH2:34][CH2:35][C:36](=[O:37])[O:38][CH2:39][CH3:40])[cH:3][cH:4][cH:5][cH:6][cH:7]1>>[c:2]1([N:8]([C:9](=[O:10])[c:11]2[cH:12][c:13]3[c:14]([n:15]([CH3:31])[c:16]([CH2:18][NH:19][c:20]4[c:21]([O:29][CH3:30])[cH:22][c:23]([C:26](=[NH:27])[NH:28][C:42](=[O:43])[O:44][CH2:45][CH2:46][CH2:47][CH2:48][CH2:49][CH2:50][CH3:51])[cH:24][cH:25]4)[n:17]3)[cH:32][cH:33]2)[CH2:34][CH2:35][C:36](=[O:37])[O:38][CH2:39][CH3:40])[cH:3][cH:4][cH:5][cH:6][cH:7]1. The product is CCOC(=O)C1(C2CN(C(C)c3ccccc3)C(=O)C2F)CCC1. RXN SMILES: [C:42]([c:43]1[cH:44][cH:45][cH:46][c:47]([C:48]([CH3:49])([CH3:50])[CH3:51])[c:52]1[OH:53])([CH3:54])([CH3:55])[CH3:56].[CH2:19]([CH3:20])[O:21][C:22](=[O:23])[C:24]1([CH:27]2[CH:28]([F:41])[C:29](=[O:40])[N:30]([CH:32]([CH3:33])[c:34]3[cH:35][cH:36][cH:37][cH:38][cH:39]3)[CH2:31]2)[CH2:25][CH2:26]1.[CH2:8]([Li:9])[CH2:10][CH2:11][CH3:12].[CH3:13][CH2:14][CH2:15][CH2:16][CH2:17][CH3:18].[CH:1]([NH:2][CH:3]([CH3:4])[CH3:5])([CH3:6])[CH3:7].[Cl-:57].[NH4+:58].[O:59]1[CH2:60][CH2:61][CH2:62][CH2:63]1>>[CH2:1]1[CH2:25][C:24]([C:22]([O:21][CH2:19][CH3:20])=[O:23])([CH:27]2[CH:28]([F:41])[C:29](=[O:40])[N:30]([CH:32]([CH3:33])[c:34]3[cH:35][cH:36][cH:37][cH:38][cH:39]3)[CH2:31]2)[CH2:26]1. Reactants: CC(C)(C)c1cccc(C(C)(C)C)c1O, CCOC(=O)C1(C2CN(C(C)c3ccccc3)C(=O)C2F)CC1, [Li]CCCC, CCCCCC, CC(C)NC(C)C, [Cl-], [NH4+], C1CCOC1.